From a dataset of the Open Reaction Database (ORD), a public repository of structured organic reaction records. describe an organic reaction: reactants, conditions, products, and yield Starting materials: CN(C)C=O, CC(OC1CCCCO1)C1(c2ccc(Cl)cc2)CO1, [H-], [Na+], O, c1nc[nH]n1. Yields the product CC(OC1CCCCO1)C(O)(Cn1cncn1)c1ccc(Cl)cc1. Reaction SMILES: [CH3:28][N:29]([CH3:30])[CH:31]=[O:32].[Cl:8][c:9]1[cH:10][cH:11][c:12]([C:15]2([CH:18]([CH3:19])[O:20][CH:21]3[O:22][CH2:23][CH2:24][CH2:25][CH2:26]3)[O:16][CH2:17]2)[cH:13][cH:14]1.[H-:6].[Na+:7].[OH2:27].[nH:1]1[n:2][cH:3][n:4][cH:5]1>>[n:1]1([CH2:17][C:15]([c:12]2[cH:11][cH:10][c:9]([Cl:8])[cH:14][cH:13]2)([OH:16])[CH:18]([CH3:19])[O:20][CH:21]2[O:22][CH2:23][CH2:24][CH2:25][CH2:26]2)[n:2][cH:3][n:4][cH:5]1. The reactants are intermediate B1, C1(=CC=CC=C1)B(O)O (phenylboronic acid), C(=O)([O-])[O-].[Cs+].[Cs+] (Cs2CO3), BrC1=C(OC(C2=CC=CC=C12)=O)CO (4-bromo-3-(hydroxymethyl)-1H-isochromen-1-one), BrC1=C(OC(C2=CC=CC=C12)=O)CO (4-bromo-3-(hydroxymethyl)-1H-isochromen-1-one). The reagents and catalysts are C=1C=CC(=CC1)[P](C=2C=CC=CC2)(C=3C=CC=CC3)[Pd]([P](C=4C=CC=CC4)(C=5C=CC=CC5)C=6C=CC=CC6)([P](C=7C=CC=CC7)(C=8C=CC=CC8)C=9C=CC=CC9)[P](C=1C=CC=CC1)(C=1C=CC=CC1)C=1C=CC=CC1 (Pd(PPh3)4). Yields the product OCC=1OC(C2=CC=CC=C2C1C1=CC=CC=C1)=O (3-(Hydroxymethyl)-4-phenyl-1H-isochromen-1-one). The yield is 26.5%. As a reaction SMILES: Br[C:2]1[C:11]2[C:6](=[CH:7][CH:8]=[CH:9][CH:10]=2)[C:5](=[O:12])[O:4][C:3]=1[CH2:13][OH:14].[C:15]1(B(O)O)[CH:20]=[CH:19][CH:18]=[CH:17][CH:16]=1.C([O-])([O-])=O.[Cs+].[Cs+]>C1C=CC([P]([Pd]([P](C2C=CC=CC=2)(C2C=CC=CC=2)C2C=CC=CC=2)([P](C2C=CC=CC=2)(C2C=CC=CC=2)C2C=CC=CC=2)[P](C2C=CC=CC=2)(C2C=CC=CC=2)C2C=CC=CC=2)(C2C=CC=CC=2)C2C=CC=CC=2)=CC=1>[OH:14][CH2:13][C:3]1[O:4][C:5](=[O:12])[C:6]2[C:11]([C:2]=1[C:15]1[CH:20]=[CH:19][CH:18]=[CH:17][CH:16]=1)=[CH:10][CH:9]=[CH:8][CH:7]=2 |f:2.3.4,^1:33,35,54,73|. Procedure details: The title compound was made in a similar way as that of the intermediate B1, starting from 4-bromo-3-(hydroxymethyl)-1H-isochromen-1-one (Intermediate A1, 0.8 g, 3.14 mmol), phenylboronic acid (0.467 g, 3.83 mmol), Pd(PPh3)4 (0.181 g, 0.379 mmol) and Cs2CO3 (3.29 g, 10.11 mmol) to afford the title compound (210 mg, 36%). Starting materials: [H-].[Na+] (Sodium hydride), OCCSCC1=CC=NC=C1 (4-(2-hydroxyethylthiomethyl)pyridine), CI (methyl iodide). The solvent is O1CCCC1 (tetrahydrofuran), O1CCCC1 (tetrahydrofuran). Reaction conditions: time 5 minute. Product: COCCSCC1=CC=NC=C1 (4-(2-methoxyethylthiomethyl)pyridine). Reaction SMILES: [H-].[Na+].[OH:3][CH2:4][CH2:5][S:6][CH2:7][C:8]1[CH:13]=[CH:12][N:11]=[CH:10][CH:9]=1.[CH3:14]I>O1CCCC1>[CH3:14][O:3][CH2:4][CH2:5][S:6][CH2:7][C:8]1[CH:9]=[CH:10][N:11]=[CH:12][CH:13]=1 |f:0.1|. Reported procedure: Sodium hydride (170 mg., 7.1 mmoles, from 340 mg. of 50% dispersion in oil washed, under nitrogen, with hexane) was slurried in 5 ml. of dry tetrahydrofuran. A solution of 4-(2-hydroxyethylthiomethyl)pyridine (1.0 g., 5.9 mmoles) in 10 ml. was added dropwise over 5 minutes and the mixture stirred for 5 minutes. Finally, methyl iodide (260 mg., 0.1 ml., 5.9 mmoles) in 2 ml. of tetrahydrofuran was added and the mixture stirred overnight. The reaction mixture was clarified by filtration and evapora... Starting materials: BrC1=C(C=C(C(=O)O)C=C1)F (4-bromo-3-fluorobenzoic acid), Cl.CNC1CC1 (N-methylcyclopropanamine hydrochloride), Cl.Cl.C[Si](CCOCN1C=CC2=C1N=CN=C2C=2C=NN(C2)C2(CNC2)CC#N)(C)C ({3-[4-(7-{[2-(trimethylsilyl)ethoxy]methyl}-7H-pyrrolo[2,3-d]pyrimidin-4-yl)-1H-pyrazol-1-yl]azetidin-3-yl}acetonitrile dihydrochloride). The product is C(#N)CC1(CN(C1)C1=C(C=C(C(=O)N(C)C2CC2)C=C1)F)N1N=CC(=C1)C=1C2=C(N=CN1)NC=C2 (4-{3-(Cyanomethyl)-3-[4-(7H-pyrrolo[2,3-d]pyrimidin-4-yl)-1H-pyrazol-1-yl]azetidin-1-yl}-N-cyclopropyl-3-fluoro-N-methylbenzamide). Reaction SMILES: Br[C:2]1[CH:10]=[CH:9][C:5]([C:6]([OH:8])=O)=[CH:4][C:3]=1[F:11].Cl.[CH3:13][NH:14][CH:15]1[CH2:17][CH2:16]1.Cl.Cl.C[Si](C)(C)CCOC[N:26]1[C:30]2[N:31]=[CH:32][N:33]=[C:34]([C:35]3[CH:36]=[N:37][N:38]([C:40]4([CH2:44][C:45]#[N:46])[CH2:43][NH:42][CH2:41]4)[CH:39]=3)[C:29]=2[CH:28]=[CH:27]1>>[C:45]([CH2:44][C:40]1([N:38]2[CH:39]=[C:35]([C:34]3[C:29]4[CH:28]=[CH:27][NH:26][C:30]=4[N:31]=[CH:32][N:33]=3)[CH:36]=[N:37]2)[CH2:43][N:42]([C:2]2[CH:10]=[CH:9][C:5]([C:6]([N:14]([CH:15]3[CH2:17][CH2:16]3)[CH3:13])=[O:8])=[CH:4][C:3]=2[F:11])[CH2:41]1)#[N:46] |f:1.2,3.4.5|. Reported procedure: This compound was prepared by using procedures analogous to those described for the synthesis of Example 3, Step 1-3 starting from 4-bromo-3-fluorobenzoic acid, N-methylcyclopropanamine hydrochloride (J&W PharmLab: Cat. #20-0433S) and {3-[4-(7-{[2-(trimethylsilyl)ethoxy]methyl}-7H-pyrrolo[2,3-d]pyrimidin-4-yl)-1H-pyrazol-1-yl]azetidin-3-yl}acetonitrile dihydrochloride. LCMS (M+H)+: m/z=471.2. 1H NMR (400 MHz, DMSO-D6): δ 12.83 (s, 1H), 9.17 (s, 1H), 8.91 (s, 1H), 8.60 (s, 1H), 7.85 (s, 1H), 7.33... Reactants: OC1=C2C(=NC(=C1)C(=O)OC)C=CS2 (methyl 7-hydroxythieno[3,2-b]pyridine-5-carboxylate), [Li+].[OH-] (LiOH). Reaction conditions: time 16 hour. Yields the product OC1=C2C(=NC(=C1)C(=O)O)C=CS2 (7-hydroxythieno[3,2,b]pyridine-5-carboxylic acid). RXN SMILES: [OH:1][C:2]1[CH:7]=[C:6]([C:8]([O:10]C)=[O:9])[N:5]=[C:4]2[CH:12]=[CH:13][S:14][C:3]=12.[Li+].[OH-]>>[OH:1][C:2]1[CH:7]=[C:6]([C:8]([OH:10])=[O:9])[N:5]=[C:4]2[CH:12]=[CH:13][S:14][C:3]=12 |f:1.2|. Procedure: A sample of methyl 7-hydroxythieno[3,2-b]pyridine-5-carboxylate is hydrolyzed by the addition of 2.5 equivalents of aqueous lM LiOH and stirred for 16 hours at RT. The aqueous reaction mixture is extracted 2x with ethyl acetate and acidified to pH 2.0 with aqueous lN HCl. The resulting precipitate is filtered, washed with water and dried to afford 7-hydroxythieno[3,2,b]pyridine-5-carboxylic acid.